From a dataset of the Open Reaction Database (ORD), a public repository of structured organic reaction records. describe an organic reaction: reactants, conditions, products, and yield Starting materials: ClCCl, CC(C)=O, CCO, COc1ccc(C(CO)CCO)cc1, COc1ccc(C=O)cc1, NCC(=O)O, [Na+], [OH-], O. The product is COc1ccc(C2CCOC2=O)cc1. Reaction SMILES: [CH2:40]([Cl:41])[Cl:42].[CH3:33][C:34](=[O:35])[CH3:36].[CH3:37][CH2:38][OH:39].[CH3:8][O:9][c:10]1[cH:11][cH:12][c:13]([CH:16]([CH2:17][OH:18])[CH2:19][CH2:20][OH:21])[cH:14][cH:15]1.[CH:22](=[O:23])[c:24]1[cH:25][cH:26][c:27]([O:28][CH3:29])[cH:30][cH:31]1.[NH2:1][CH2:2][C:3](=[O:4])[OH:5].[Na+:7].[OH-:6].[OH2:32]>>[CH3:8][O:9][c:10]1[cH:11][cH:12][c:13]([CH:16]2[C:17](=[O:18])[O:21][CH2:20][CH2:19]2)[cH:14][cH:15]1. Yields the product C=CCOc1ccc(S(=O)(=O)N2CCN(C)CC2)cc1-c1nc2c(CCC)nn(C)c2c(=O)[nH]1. RXN SMILES: [C:36](=[O:37])([O-:38])[O-:39].[CH2:1]([CH:2]=[CH2:3])[Br:4].[CH3:42][OH:43].[CH3:44][C:45](=[O:46])[CH2:47][CH3:48].[CH3:52][C:53](=[O:54])[CH3:55].[Cl:49][CH2:50][Cl:51].[K+:40].[K+:41].[OH:5][c:6]1[c:7](-[c:22]2[nH:23][c:24](=[O:35])[c:25]3[c:26]([n:27]2)[c:28]([CH2:32][CH2:33][CH3:34])[n:29][n:30]3[CH3:31])[cH:8][c:9]([S:12](=[O:13])(=[O:14])[N:15]2[CH2:16][CH2:17][N:18]([CH3:21])[CH2:19][CH2:20]2)[cH:10][cH:11]1>>[CH2:1]([CH:2]=[CH2:3])[O:5][c:6]1[c:7](-[c:22]2[nH:23][c:24](=[O:35])[c:25]3[c:26]([n:27]2)[c:28]([CH2:32][CH2:33][CH3:34])[n:29][n:30]3[CH3:31])[cH:8][c:9]([S:12](=[O:13])(=[O:14])[N:15]2[CH2:16][CH2:17][N:18]([CH3:21])[CH2:19][CH2:20]2)[cH:10][cH:11]1. Reactants: O=C([O-])[O-], C=CCBr, CO, CCC(C)=O, CC(C)=O, ClCCl, [K+], [K+], CCCc1nn(C)c2c(=O)[nH]c(-c3cc(S(=O)(=O)N4CCN(C)CC4)ccc3O)nc12. The product is Oc1cc(OC2CCCC2)c2c(Cl)ncnc2c1. The reactants are CC(=O)Oc1cc(OC2CCCC2)c2c(Cl)ncnc2c1, CO. RXN SMILES: [C:1](=[O:2])([CH3:3])[O:4][c:5]1[cH:6][c:7]([O:16][CH:17]2[CH2:18][CH2:19][CH2:20][CH2:21]2)[c:8]2[c:9]([Cl:15])[n:10][cH:11][n:12][c:13]2[cH:14]1.[CH3:22][OH:23]>>[OH:4][c:5]1[cH:6][c:7]([O:16][CH:17]2[CH2:18][CH2:19][CH2:20][CH2:21]2)[c:8]2[c:9]([Cl:15])[n:10][cH:11][n:12][c:13]2[cH:14]1. Reactants: C(#N)[BH3-].[Na+] (sodium cyanoborohydride), C(C)NC(=O)C1=NOC(=C1C1=CC=C(C=C1)C=O)C1=C(C=C(C(=C1)CC(C)C)OCC1=CC=CC=C1)OCC1=CC=CC=C1 (5-(2,4-Bis-benzyloxy-5-isobutyl-phenyl)-4-(4-formyl-phenyl)-isoxazole-3-carboxylic acid ethylamide), C(C)(=O)O (acetic acid), N1CCOCC1 (Morpholine). Solvent: CO (methanol). Run at time 30 minute. The product is C(C)NC(=O)C1=NOC(=C1C1=CC=C(C=C1)CN1CCOCC1)C1=C(C=C(C(=C1)CC(C)C)OCC1=CC=CC=C1)OCC1=CC=CC=C1 (5-(2,4-bis-benzyloxy-5-isobutyl-phenyl)-4-(4-morpholin-4-ylmethyl-phenyl)-isoxazole-3-carboxylic acid ethylamide). RXN SMILES: [CH2:1]([NH:3][C:4]([C:6]1[C:10]([C:11]2[CH:16]=[CH:15][C:14]([CH:17]=O)=[CH:13][CH:12]=2)=[C:9]([C:19]2[CH:24]=[C:23]([CH2:25][CH:26]([CH3:28])[CH3:27])[C:22]([O:29][CH2:30][C:31]3[CH:36]=[CH:35][CH:34]=[CH:33][CH:32]=3)=[CH:21][C:20]=2[O:37][CH2:38][C:39]2[CH:44]=[CH:43][CH:42]=[CH:41][CH:40]=2)[O:8][N:7]=1)=[O:5])[CH3:2].[NH:45]1[CH2:50][CH2:49][O:48][CH2:47][CH2:46]1.C(O)(=O)C.C([BH3-])#N.[Na+]>CO>[CH2:1]([NH:3][C:4]([C:6]1[C:10]([C:11]2[CH:12]=[CH:13][C:14]([CH2:17][N:45]3[CH2:50][CH2:49][O:48][CH2:47][CH2:46]3)=[CH:15][CH:16]=2)=[C:9]([C:19]2[CH:24]=[C:23]([CH2:25][CH:26]([CH3:28])[CH3:27])[C:22]([O:29][CH2:30][C:31]3[CH:32]=[CH:33][CH:34]=[CH:35][CH:36]=3)=[CH:21][C:20]=2[O:37][CH2:38][C:39]2[CH:40]=[CH:41][CH:42]=[CH:43][CH:44]=2)[O:8][N:7]=1)=[O:5])[CH3:2] |f:3.4|. Procedure: 5-(2,4-Bis-benzyloxy-5-isobutyl-phenyl)-4-(4-formyl-phenyl)-isoxazole-3-carboxylic acid ethylamide (1 eq) was dissolved in methanol and powdered 3 Å sieves were added. Morpholine (2 eq) was added, followed by acetic acid (5 eq). After stirring for 30 minutes, sodium cyanoborohydride (2 eq) was added portionwise and the suspension was stirred under nitrogen at ambient temperature for 16 hours. The reaction mixture was filtered through celite and concentrated to dryness. Column chromatography, elu... The reactants are ClC1=NC=2C=CC=CC2C2=C1N=C(N2CCN2CCC(CC2)=O)C2=CC=CC=C2 (1-[2-(4-chloro-2-phenyl-1H-imidazo[4,5-c]quinolin-1-yl)ethyl]-4-piperidinone), Cl.NO (hydroxylamine hydrochloride), C(C)(=O)[O-].[Na+] (sodium acetate). The solvent is CO (methanol). Run at time 1 hour. Product: ClC1=NC=2C=CC=CC2C2=C1N=C(N2CCN2CCC(CC2)=NO)C2=CC=CC=C2 (1-[2-(4-Chloro-2-phenyl-1H-imidazo[4,5-c]quinolin-1-yl)ethyl]-4-piperidinone Oxime). Yield: 120.5%. As a reaction SMILES: [Cl:1][C:2]1[C:11]2[N:12]=[C:13]([C:24]3[CH:29]=[CH:28][CH:27]=[CH:26][CH:25]=3)[N:14]([CH2:15][CH2:16][N:17]3[CH2:22][CH2:21][C:20](=O)[CH2:19][CH2:18]3)[C:10]=2[C:9]2[CH:8]=[CH:7][CH:6]=[CH:5][C:4]=2[N:3]=1.Cl.[NH2:31][OH:32].C([O-])(=O)C.[Na+]>CO>[Cl:1][C:2]1[C:11]2[N:12]=[C:13]([C:24]3[CH:29]=[CH:28][CH:27]=[CH:26][CH:25]=3)[N:14]([CH2:15][CH2:16][N:17]3[CH2:22][CH2:21][C:20](=[N:31][OH:32])[CH2:19][CH2:18]3)[C:10]=2[C:9]2[CH:8]=[CH:7][CH:6]=[CH:5][C:4]=2[N:3]=1 |f:1.2,3.4|. Reported procedure: A mixture of 0.20 g of 1-[2-(4-chloro-2-phenyl-1H-imidazo[4,5-c]quinolin-1-yl)ethyl]-4-piperidinone, 0.04 g of hydroxylamine hydrochloride, 0.09 g of sodium acetate and 4 ml of methanol was stirred at room temperature for 1 hour. The reaction solution was concentrated, and the residue was added with aqueous sodium hydrogencarbonate solution, and extracted with ethyl acetate. The extract was washed with saturated aqueous sodium hydrogencarbonate solution, and dried, and the solvent was evaporated...